From a dataset of the Open Reaction Database (ORD), a public repository of structured organic reaction records. describe an organic reaction: reactants, conditions, products, and yield Reactants: [H-].[H-].[H-].[H-].[Li+].[Al+3] (LAH), FC=1C=C(C=C(C1F)F)[C@@H]1CC[C@@H](N1)C(=O)OCC (ethyl (2R,5S)-5-(3,4,5-trifluorophenyl)pyrrolidine-2-carboxylate), O (Water), [OH-].[Na+] (sodium hydroxide), O (water). The solvent is C1CCOC1 (THF). Reaction conditions: temperature -15 celsius, time 19 hour. The product is FC=1C=C(C=C(C1F)F)[C@@H]1CC[C@@H](N1)CO ([(2R,5S)-5-(3,4,5-trifluorophenyl)pyrrolidin-2-yl]methanol). The yield is 97.5%. RXN SMILES: [H-].[H-].[H-].[H-].[Li+].[Al+3].[F:7][C:8]1[CH:9]=[C:10]([C@H:16]2[NH:20][C@@H:19]([C:21](OCC)=[O:22])[CH2:18][CH2:17]2)[CH:11]=[C:12]([F:15])[C:13]=1[F:14].O.[OH-].[Na+]>C1COCC1>[F:15][C:12]1[CH:11]=[C:10]([C@H:16]2[NH:20][C@@H:19]([CH2:21][OH:22])[CH2:18][CH2:17]2)[CH:9]=[C:8]([F:7])[C:13]=1[F:14] |f:0.1.2.3.4.5,8.9|. Procedure: LAH (483 mg) was added to a solution of ethyl (2R,5S)-5-(3,4,5-trifluorophenyl)pyrrolidine-2-carboxylate (2.91 g) in THF (50 mL) at −15° C. over one hour. The reaction solution was stirred at −15° C. for 19 hours. Water (0.5 mL), a 5 N sodium hydroxide solution (0.5 mL), and water (1.5 mL) were sequentially added to the reaction solution, and the mixture was stirred at room temperature for 30 minutes. The reaction solution was filtered through celite, and the filtrate was concentrated under redu... Starting materials: OC1(CC(=O)OC(C1(Br)C)C=CC1=CC=CC=C1)C (3-hydroxy-3,4-dimethyl-4-bromo-7-phenyl-6-hepten-5-olide), C(CCC)[SnH](CCCC)CCCC (tri-n-butyltin hydride), Example 2 ( a ). Solvent: O1CCCC1 (tetrahydrofuran). The product is OC1(CC(=O)OC(C1C)C=CC1=CC=CC=C1)C (3-Hydroxy-3,4-dimethyl-7-phenyl-6-hepten-5-olide). The yield is 48.5%. As a reaction SMILES: [OH:1][C:2]1([CH3:19])[C:8]([CH3:10])(Br)[CH:7]([CH:11]=[CH:12][C:13]2[CH:18]=[CH:17][CH:16]=[CH:15][CH:14]=2)[O:6][C:4](=[O:5])[CH2:3]1.C([SnH](CCCC)CCCC)CCC>O1CCCC1>[OH:1][C:2]1([CH3:19])[CH:8]([CH3:10])[CH:7]([CH:11]=[CH:12][C:13]2[CH:18]=[CH:17][CH:16]=[CH:15][CH:14]=2)[O:6][C:4](=[O:5])[CH2:3]1. Procedure: The product obtained by reducing 680 mg of 3-hydroxy-3,4-dimethyl-4-bromo-7-phenyl-6-hepten-5-olide with 6.0 g of tri-n-butyltin hydride in 10 ml of anhydrous tetrahydrofuran according to the method described in Example 2 (a), was purified by a thin layer chromatography affording 250 mg of the desired compound as an oily substance. Starting materials: C(C)(C)N(C(C)C)CC (N,N-diisopropyl-ethylamine), N[C@@H](CC(N)=O)C(=O)N[C@@H](CCCCNC(=O)OC(C)(C)C)C(=O)N[C@@H](CC1=CC=CC=C1)C(=O)N[C@@H](CC1=CNC=N1)C(=O)N[C@@H]([C@H](OC(C)(C)C)C)C(=O)N[C@@H](CC1=CC=CC=C1)C(=O)N1[C@H](C(=O)N[C@@H](CCC(N)=O)C(=O)N[C@@H]([C@H](OC(C)(C)C)C)C(=O)N[C@@H](C)C(=O)N[C@@H]([C@@H](C)CC)C(=O)NCC(=O)O)CCC1 (H-Asn-Lys(BOC)-Phe-His-Thr(tBu)-Phe-Pro-Gln-Thr(tBu)-Ala-Ile-Gly-OH), C(C)(C)N(C(C)C)CC (N,N-di-isopropylethylamine), N([C@@H]([C@H](OC(C)(C)C)C)C(=O)N[C@@H](CC1=CC=C(C=C1)OC(C)(C)C)C(=O)N[C@@H]([C@H](OC(C)(C)C)C)C(=O)N[C@@H](CCC(N)=O)C(=O)N[C@@H](CC(N)=O)C(=O)N[C@@H](CC1=CC=CC=C1)C(=O)NN)C(=O)OCC1=CC=CC=C1 (Z-Thr(tBu)-Tyr(tBu)-Thr(tBu)-Gln-Asn-Phe-NH-NH2), C(C)(C)(C)ON=O (t-butylnitrite), Cl (hydrogen chloride). The solvent is CN(C=O)C (dimethylformamide), CCOCC (ether), CN(C=O)C (dimethylformamide), O1CCOCC1 (dioxan). Reaction conditions: temperature -17.5 celsius, time 15 minute. The product is N([C@@H]([C@H](OC(C)(C)C)C)C(=O)N[C@@H](CC1=CC=C(C=C1)OC(C)(C)C)C(=O)N[C@@H]([C@H](OC(C)(C)C)C)C(=O)N[C@@H](CCC(N)=O)C(=O)N[C@@H](CC(N)=O)C(=O)N[C@@H](CC1=CC=CC=C1)C(=O)N[C@@H](CC(N)=O)C(=O)N[C@@H](CCCCNC(=O)OC(C)(C)C)C(=O)N[C@@H](CC1=CC=CC=C1)C(=O)N[C@@H](CC1=CNC=N1)C(=O)N[C@@H]([C@H](OC(C)(C)C)C)C(=O)N[C@@H](CC1=CC=CC=C1)C(=O)N1[C@H](C(=O)N[C@@H](CCC(N)=O)C(=O)N[C@@H]([C@H](OC(C)(C)C)C)C(=O)N[C@@H](C)C(=O)N[C@@H]([C@@H](C)CC)C(=O)NCC(=O)O)CCC1)C(=O)OCC1=CC=CC=C1 (Z-Thr(tBu)-Tyr(tBu)-Thr(tBu)-Gln-Asn-Phe-Asn-Lys(BOC)-Phe-His-Thr(tBu)-Phe-Pro-Gln-Thr(tBu)-Ala-Ile-Gly-OH). Reaction SMILES: [NH:1]([C:69]([O:71][CH2:72][C:73]1[CH:78]=[CH:77][CH:76]=[CH:75][CH:74]=1)=[O:70])[C@H:2]([C:10]([NH:12][C@H:13]([C:26]([NH:28][C@H:29]([C:37]([NH:39][C@H:40]([C:46]([NH:48][C@H:49]([C:54]([NH:56][C@H:57]([C:65]([NH:67]N)=[O:66])[CH2:58][C:59]1[CH:64]=[CH:63][CH:62]=[CH:61][CH:60]=1)=[O:55])[CH2:50][C:51](=[O:53])[NH2:52])=[O:47])[CH2:41][CH2:42][C:43](=[O:45])[NH2:44])=[O:38])[C@@H:30]([CH3:36])[O:31][C:32]([CH3:35])([CH3:34])[CH3:33])=[O:27])[CH2:14][C:15]1[CH:20]=[CH:19][C:18]([O:21][C:22]([CH3:25])([CH3:24])[CH3:23])=[CH:17][CH:16]=1)=[O:11])[C@@H:3]([CH3:9])[O:4][C:5]([CH3:8])([CH3:7])[CH3:6].Cl.C(ON=O)(C)(C)C.C(N(CC)C(C)C)(C)C.N[C@H:97]([C:102]([NH:104][C@H:105]([C:118]([NH:120][C@H:121]([C:129]([NH:131][C@H:132]([C:139]([NH:141][C@H:142]([C:150]([NH:152][C@H:153]([C:161]([N:163]1[CH2:207][CH2:206][CH2:205][C@H:164]1[C:165]([NH:167][C@H:168]([C:174]([NH:176][C@H:177]([C:185]([NH:187][C@H:188]([C:190]([NH:192][C@H:193]([C:198]([NH:200][CH2:201][C:202]([OH:204])=[O:203])=[O:199])[C@H:194]([CH2:196][CH3:197])[CH3:195])=[O:191])[CH3:189])=[O:186])[C@@H:178]([CH3:184])[O:179][C:180]([CH3:183])([CH3:182])[CH3:181])=[O:175])[CH2:169][CH2:170][C:171](=[O:173])[NH2:172])=[O:166])=[O:162])[CH2:154][C:155]1[CH:160]=[CH:159][CH:158]=[CH:157][CH:156]=1)=[O:151])[C@@H:143]([CH3:149])[O:144][C:145]([CH3:148])([CH3:147])[CH3:146])=[O:140])[CH2:133][C:134]1[N:138]=[CH:137][NH:136][CH:135]=1)=[O:130])[CH2:122][C:123]1[CH:128]=[CH:127][CH:126]=[CH:125][CH:124]=1)=[O:119])[CH2:106][CH2:107][CH2:108][CH2:109][NH:110][C:111]([O:113][C:114]([CH3:117])([CH3:116])[CH3:115])=[O:112])=[O:103])[CH2:98][C:99](=[O:101])[NH2:100]>CN(C)C=O.O1CCOCC1.CCOCC>[NH:1]([C:69]([O:71][CH2:72][C:73]1[CH:78]=[CH:77][CH:76]=[CH:75][CH:74]=1)=[O:70])[C@H:2]([C:10]([NH:12][C@H:13]([C:26]([NH:28][C@H:29]([C:37]([NH:39][C@H:40]([C:46]([NH:48][C@H:49]([C:54]([NH:56][C@H:57]([C:65]([NH:67][C@H:97]([C:102]([NH:104][C@H:105]([C:118]([NH:120][C@H:121]([C:129]([NH:131][C@H:132]([C:139]([NH:141][C@H:142]([C:150]([NH:152][C@H:153]([C:161]([N:163]1[CH2:207][CH2:206][CH2:205][C@H:164]1[C:165]([NH:167][C@H:168]([C:174]([NH:176][C@H:177]([C:185]([NH:187][C@H:188]([C:190]([NH:192][C@H:193]([C:198]([NH:200][CH2:201][C:202]([OH:204])=[O:203])=[O:199])[C@H:194]([CH2:196][CH3:197])[CH3:195])=[O:191])[CH3:189])=[O:186])[C@@H:178]([CH3:184])[O:179][C:180]([CH3:183])([CH3:182])[CH3:181])=[O:175])[CH2:169][CH2:170][C:171](=[O:173])[NH2:172])=[O:166])=[O:162])[CH2:154][C:155]1[CH:156]=[CH:157][CH:158]=[CH:159][CH:160]=1)=[O:151])[C@@H:143]([CH3:149])[O:144][C:145]([CH3:146])([CH3:147])[CH3:148])=[O:140])[CH2:133][C:134]1[N:138]=[CH:137][NH:136][CH:135]=1)=[O:130])[CH2:122][C:123]1[CH:124]=[CH:125][CH:126]=[CH:127][CH:128]=1)=[O:119])[CH2:106][CH2:107][CH2:108][CH2:109][NH:110][C:111]([O:113][C:114]([CH3:115])([CH3:116])[CH3:117])=[O:112])=[O:103])[CH2:98][C:99](=[O:101])[NH2:100])=[O:66])[CH2:58][C:59]1[CH:64]=[CH:63][CH:62]=[CH:61][CH:60]=1)=[O:55])[CH2:50][C:51](=[O:53])[NH2:52])=[O:47])[CH2:41][CH2:42][C:43](=[O:45])[NH2:44])=[O:38])[C@@H:30]([CH3:36])[O:31][C:32]([CH3:35])([CH3:34])[CH3:33])=[O:27])[CH2:14][C:15]1[CH:20]=[CH:19][C:18]([O:21][C:22]([CH3:25])([CH3:24])[CH3:23])=[CH:17][CH:16]=1)=[O:11])[C@@H:3]([CH3:9])[O:4][C:5]([CH3:8])([CH3:7])[CH3:6]. Reported procedure: 800 mg of Z-Thr(tBu)-Tyr(tBu)-Thr(tBu)-Gln-Asn-Phe-NH-NH2 are dissolved in 18 ml of dimethylformamide, the solution treated at -20° C. with 0.58 ml of 3N-hydrogen chloride in dioxan, and the batch then mixed with 0.16 ml of t-butylnitrite. The batch is then stirred for 15 minutes at -20 to -15° C., 0.30 ml of N,N-diisopropyl-ethylamine and 855 mg of H-Asn-Lys(BOC)-Phe-His-Thr(tBu)-Phe-Pro-Gln-Thr(tBu)-Ala-Ile-Gly-OH (acetate) in 20 ml of dimethylformamide (90% strength) are added, followed by st... Reactants: C[Si](C)(C)CS, CC#N, O=S(=O)([O-])C(F)(F)F, O=S(=O)([O-])C(F)(F)F, O=S(=O)([O-])C(F)(F)F, [Sc+3], COC(=O)C1CC(O)(c2ccc(-c3ccccc3)cc2)CN1C(=O)OCc1ccccc1. Product: COC(=O)C1CC(SC[Si](C)(C)C)(c2ccc(-c3ccccc3)cc2)CN1C(=O)OCc1ccccc1. RXN SMILES: [CH3:33][Si:34]([CH3:35])([CH3:36])[CH2:37][SH:38].[CH3:39][C:40]#[N:41].[F:42][C:43]([F:44])([F:45])[S:46]([O-:47])(=[O:48])=[O:49].[F:51][C:52]([F:53])([F:54])[S:55]([O-:56])(=[O:57])=[O:58].[F:59][C:60]([F:61])([F:62])[S:63]([O-:64])(=[O:65])=[O:66].[Sc+3:50].[c:1]1(-[c:27]2[cH:28][cH:29][cH:30][cH:31][cH:32]2)[cH:2][cH:3][c:4]([C:7]2([OH:26])[CH2:8][CH:9]([C:22](=[O:23])[O:24][CH3:25])[N:10]([C:12](=[O:13])[O:14][CH2:15][c:16]3[cH:17][cH:18][cH:19][cH:20][cH:21]3)[CH2:11]2)[cH:5][cH:6]1>>[c:1]1(-[c:27]2[cH:28][cH:29][cH:30][cH:31][cH:32]2)[cH:2][cH:3][c:4]([C:7]2([S:38][CH2:37][Si:34]([CH3:33])([CH3:35])[CH3:36])[CH2:8][CH:9]([C:22](=[O:23])[O:24][CH3:25])[N:10]([C:12](=[O:13])[O:14][CH2:15][c:16]3[cH:17][cH:18][cH:19][cH:20][cH:21]3)[CH2:11]2)[cH:5][cH:6]1. The reactants are CCN=C=NCCCN(C)C (WSC), C(C)NC(=O)C1=CC=C(C=C1)N1N=NC(=C1CCCC1=CC=CC=C1)C(=O)O (1-{4-[(Ethylamino)carbonyl]phenyl}-5-(3-phenylpropyl)-1H-1,2,3-triazole-4-carboxylic acid), C=1C=CC2=C(C1)N=NN2O (HOBt), C1(CC1)N (cyclopropylamine). Run in C(C)#N.CN(C)C=O (acetonitrile DMF), O (Water). Run at time 12 hour. The product is C1(CC1)NC(=O)C=1N=NN(C1CCCC1=CC=CC=C1)C1=CC=C(C=C1)C(=O)NCC (N-cyclopropyl-1-{4-[(ethylamino)carbonyl]phenyl}-5-(3-phenylpropyl)-1H-1,2,3-triazole-4-carboxamide). The yield is 188.6%. RXN SMILES: [CH2:1]([NH:3][C:4]([C:6]1[CH:11]=[CH:10][C:9]([N:12]2[C:16]([CH2:17][CH2:18][CH2:19][C:20]3[CH:25]=[CH:24][CH:23]=[CH:22][CH:21]=3)=[C:15]([C:26](O)=[O:27])[N:14]=[N:13]2)=[CH:8][CH:7]=1)=[O:5])[CH3:2].C1C=C[C:32]2N(O)N=[N:35][C:33]=2[CH:34]=1.C1(N)CC1.CCN=C=NCCCN(C)C>C(#N)C.CN(C=O)C.O>[CH:33]1([NH:35][C:26]([C:15]2[N:14]=[N:13][N:12]([C:9]3[CH:10]=[CH:11][C:6]([C:4]([NH:3][CH2:1][CH3:2])=[O:5])=[CH:7][CH:8]=3)[C:16]=2[CH2:17][CH2:18][CH2:19][C:20]2[CH:25]=[CH:24][CH:23]=[CH:22][CH:21]=2)=[O:27])[CH2:34][CH2:32]1 |f:4.5|. Procedure: 1-{4-[(Ethylamino)carbonyl]phenyl}-5-(3-phenylpropyl)-1H-1,2,3-triazole-4-carboxylic acid (398 mg, 1.05 mmol) obtained in Example 100b), HOBt (71.8 mg, 0.526 mmol, 0.5 eq.) and cyclopropylamine (0.098 ml, 1.37 mmol, 1.3 eq.) were dissolved in acetonitrile-DMF (2:1, 6 ml), WSC (247 mg, 1.26 mmol, 1.2 eq.) was added, and the mixture was stirred at room temperature for 12 hr. Water (20 ml) was added to the reaction mixture, and the mixture was stirred. The precipitate was collected by filtration, w... Reactants: CCOC(=O)N1CCN(C(=O)C(CCC(=O)OC(C)(C)C)NC(=O)OCc2ccccc2)CC1, CO. Product: CCOC(=O)N1CCN(C(=O)C(N)CCC(=O)OC(C)(C)C)CC1. Reaction SMILES: [CH2:1]([CH3:2])[O:3][C:4](=[O:5])[N:6]1[CH2:7][CH2:8][N:9]([C:12](=[O:13])[CH:14]([CH2:15][CH2:16][C:17](=[O:18])[O:19][C:20]([CH3:21])([CH3:22])[CH3:23])[NH:24][C:25]([O:26][CH2:27][c:28]2[cH:29][cH:30][cH:31][cH:32][cH:33]2)=[O:34])[CH2:10][CH2:11]1.[CH3:35][OH:36]>>[CH2:1]([CH3:2])[O:3][C:4](=[O:5])[N:6]1[CH2:7][CH2:8][N:9]([C:12](=[O:13])[CH:14]([CH2:15][CH2:16][C:17](=[O:18])[O:19][C:20]([CH3:21])([CH3:22])[CH3:23])[NH2:24])[CH2:10][CH2:11]1.